Dataset: the Open Reaction Database (ORD), a public repository of structured organic reaction records. Task: describe an organic reaction: reactants, conditions, products, and yield The reactants are ClC=1C=C(C(=O)OO)C=CC1 (meta-chloroperoxybenzoic acid), C1(CC1)S(=NC#N)C1=CC=C(CNC(=O)C2=CN(C(=C(C2=O)C2=CC(=CC=C2)C(F)(F)F)C)C(C)C)C=C1 (1-Isopropyl-6-methyl-4-oxo-5-(3-trifluoromethyl-phenyl)-1,4-dihydro-pyridine-3-carboxylic acid 4-(S-cyclopropyl-N-cyanosulfinimidoyl)-benzylamide), ClC=1C=C(C(=O)OO)C=CC1 (meta-chloroperoxybenzoic acid), C([O-])([O-])=O.[K+].[K+] (potassium carbonate), S(=S)(=O)([O-])[O-].[Na+].[Na+] (sodium thiosulfate). Solvent: C(C)O (ethanol). Reaction conditions: time 1 hour. The product is C1(CC1)S(=O)(=NC#N)C1=CC=C(CNC(=O)C2=CN(C(=C(C2=O)C2=CC(=CC=C2)C(F)(F)F)C)C(C)C)C=C1 (1-Isopropyl-6-methyl-4-oxo-5-(3-trifluoromethyl-phenyl)-1,4-dihydro-pyridine-3-carboxylic acid 4-(S-cyclopropyl-N-cyanosulfonimidoyl)-benzylamide). As a reaction SMILES: [CH:1]1([S:4]([C:8]2[CH:38]=[CH:37][C:11]([CH2:12][NH:13][C:14]([C:16]3[C:21](=[O:22])[C:20]([C:23]4[CH:28]=[CH:27][CH:26]=[C:25]([C:29]([F:32])([F:31])[F:30])[CH:24]=4)=[C:19]([CH3:33])[N:18]([CH:34]([CH3:36])[CH3:35])[CH:17]=3)=[O:15])=[CH:10][CH:9]=2)=[N:5][C:6]#[N:7])[CH2:3][CH2:2]1.ClC1C=C(C=CC=1)C(OO)=[O:44].C(=O)([O-])[O-].[K+].[K+].S([O-])([O-])(=O)=S.[Na+].[Na+]>C(O)C>[CH:1]1([S:4]([C:8]2[CH:38]=[CH:37][C:11]([CH2:12][NH:13][C:14]([C:16]3[C:21](=[O:22])[C:20]([C:23]4[CH:28]=[CH:27][CH:26]=[C:25]([C:29]([F:32])([F:31])[F:30])[CH:24]=4)=[C:19]([CH3:33])[N:18]([CH:34]([CH3:36])[CH3:35])[CH:17]=3)=[O:15])=[CH:10][CH:9]=2)(=[N:5][C:6]#[N:7])=[O:44])[CH2:3][CH2:2]1 |f:2.3.4,5.6.7|. Procedure details: A mixture of 1-isopropyl-6-methyl-4-oxo-5-(3-trifluoromethyl-phenyl)-1,4-dihydro-pyridine-3-carboxylic acid 4-(S-cyclopropyl-N-cyanosulfinimidoyl)-benzylamide (preparation 63d, 40 mg, 74 μmol), meta-chloroperoxybenzoic acid (77%, 25 mg, 0.11 mmol) and potassium carbonate (31 mg, 0.22 mmol) in ethanol is stirred at room temperature for 1 h. Another portion of meta-chloroperoxybenzoic acid (77%, 5 mg, ai 0.02 mmol) is added and stirring is continued for 1.5 h. Saturated aqueous sodium thiosulfate ...